From a dataset of the Open Reaction Database (ORD), a public repository of structured organic reaction records. describe an organic reaction: reactants, conditions, products, and yield Reactants: crude material, BrC1=CC=2C3=C(C=NC2C=C1)N(C(N3C3CCOCC3)=O)C (8-bromo-3-methyl-1-(oxan-4-yl)imidazo[5,4-c]quinolin-2-one), C(=O)([O-])[O-].[K+].[K+] (K2CO3), CN(CCCOC1=NC=C(C=C1)B1OC(C(O1)(C)C)(C)C)C (N,N-dimethyl-3-[5-(4,4,5,5-tetramethyl-1,3,2-dioxaborolan-2-yl)pyridin-2-yl]oxypropan-1-amine), C (charcoal). Solvent: CCO (EtOH). Reaction conditions: temperature 78.5 celsius, time 30 minute. Product: CN(CCCOC1=CC=C(C=N1)C1=CC=2C3=C(C=NC2C=C1)N(C(N3C3CCOCC3)=O)C)C (8-[6-(3-Dimethylaminopropoxy)pyridin-3-yl]-3-methyl-1-(oxan-4-yl)imidazo[5,4-c]quinolin-2-one). Isolated yield 88.9%. RXN SMILES: Br[C:2]1[CH:11]=[CH:10][C:9]2[N:8]=[CH:7][C:6]3[N:12]([CH3:22])[C:13](=[O:21])[N:14]([CH:15]4[CH2:20][CH2:19][O:18][CH2:17][CH2:16]4)[C:5]=3[C:4]=2[CH:3]=1.C([O-])([O-])=O.[K+].[K+].[CH3:29][N:30]([CH3:50])[CH2:31][CH2:32][CH2:33][O:34][C:35]1[CH:40]=[CH:39][C:38](B2OC(C)(C)C(C)(C)O2)=[CH:37][N:36]=1.C>CCO>[CH3:50][N:30]([CH3:29])[CH2:31][CH2:32][CH2:33][O:34][C:35]1[N:36]=[CH:37][C:38]([C:2]2[CH:11]=[CH:10][C:9]3[N:8]=[CH:7][C:6]4[N:12]([CH3:22])[C:13](=[O:21])[N:14]([CH:15]5[CH2:20][CH2:19][O:18][CH2:17][CH2:16]5)[C:5]=4[C:4]=3[CH:3]=2)=[CH:39][CH:40]=1 |f:1.2.3|. Reported procedure: On a larger scale, 8-bromo-3-methyl-1-(oxan-4-yl)imidazo[5,4-c]quinolin-2-one (1700.1 g) was suspended in EtOH (20.4 L) in a 50 L vessel then K2CO3 (1948.7 g) and N,N-dimethyl-3-[5-(4,4,5,5-tetramethyl-1,3,2-dioxaborolan-2-yl)pyridin-2-yl]oxypropan-1-amine (1731.4 g) added. EtOH (6.8 L) and purified water (5.1 L) were added to the mixture followed by the addition chloro(2-dicyclohexylphosphino-2′,4′,6′-triisopropyl-1,1′-biphenyl)[2-(2′-amino-1,1′-biphenyl)]palladium(II) (37.3 g). The mixture was... Reactants: Cl (hydrochloric acid), C(CCC)NC([C@@H](C[C@@H]([C@H](CC1(CC1)CC(=O)N1CC(CC2=CC=CC=C12)C(=O)NC)NC(=O)OC(C)(C)C)O)C)=O (5(S)-tert-butoxycarbonylamino-4(S)-hydroxy-6-[1-[3(R,S)-methylaminocarbonyl-1,2,3,4-tetrahydroquinolin-1-ylcarbonylmethyl]cyclopropyl]-2(R)-methyl-hexanoic acid (N-butyl)amide), C1(=CC=CC=C1)C (toluene). The solvent is O1CCOCC1 (dioxane). Run at time 2 hour. Product: C(CCC)NC([C@@H](C[C@@H]([C@H](CC1(CC1)CC(=O)N1CC(CC2=CC=CC=C12)C(=O)NC)N)O)C)=O (5(S)-Amino-4(S)-hydroxy-6-[1-[3(R,S)-methylaminocarbonyl-1,2,3,4-tetrahydroquinolin-1-ylcarbonylmethyl]cyclopropyl]-2(R)-methyl-hexanoic acid (N-butyl)amide). Reaction SMILES: Cl.[CH2:2]([NH:6][C:7](=[O:43])[C@H:8]([CH3:42])[CH2:9][C@H:10]([OH:41])[C@@H:11]([NH:33]C(OC(C)(C)C)=O)[CH2:12][C:13]1([CH2:16][C:17]([N:19]2[C:28]3[C:23](=[CH:24][CH:25]=[CH:26][CH:27]=3)[CH2:22][CH:21]([C:29]([NH:31][CH3:32])=[O:30])[CH2:20]2)=[O:18])[CH2:15][CH2:14]1)[CH2:3][CH2:4][CH3:5].C1(C)C=CC=CC=1>O1CCOCC1>[CH2:2]([NH:6][C:7](=[O:43])[C@H:8]([CH3:42])[CH2:9][C@H:10]([OH:41])[C@@H:11]([NH2:33])[CH2:12][C:13]1([CH2:16][C:17]([N:19]2[C:28]3[C:23](=[CH:24][CH:25]=[CH:26][CH:27]=3)[CH2:22][CH:21]([C:29]([NH:31][CH3:32])=[O:30])[CH2:20]2)=[O:18])[CH2:15][CH2:14]1)[CH2:3][CH2:4][CH3:5]. Procedure: 2 ml of 4N hydrochloric acid in dioxane are added to 116 mg of 5(S)-tert-butoxycarbonylamino-4(S)-hydroxy-6-[1-[3(R,S)-methylaminocarbonyl-1,2,3,4-tetrahydroquinolin-1-ylcarbonylmethyl]cyclopropyl]-2(R)-methyl-hexanoic acid (N-butyl)amide at 0° C. and the mixture is stirred for 2 h. 2 ml of toluene are added and the reaction mixture is concentrated. The oily residue is chromatographed over 10 g of silica gel (mobile phases K and L). This gives the title compound as a diastereomer mixture: Rf (P)... The reactants are [N+](=O)([O-])C=1C=C(C=CC1)CC(=O)N[C@@H](C)C(=O)O (N-(3-nitrophenylacetyl)-L-alanine), Cl.COC([C@@H](N)[C@H](O)C)=O (L-threonine methyl ester hydrochloride). The solvent is C(Cl)(Cl)Cl.CO (CHCl3 MeOH). Product: COC([C@@H](NC([C@@H](NC(CC1=CC(=CC=C1)[N+](=O)[O-])=O)C)=O)[C@H](O)C)=O (N-[N-(3-Nitrophenylacetyl)-L-alaninyl]-L-threonine Methyl Ester). As a reaction SMILES: [N+:1]([C:4]1[CH:5]=[C:6]([CH2:10][C:11]([NH:13][C@H:14]([C:16]([OH:18])=O)[CH3:15])=[O:12])[CH:7]=[CH:8][CH:9]=1)([O-:3])=[O:2].Cl.[CH3:20][O:21][C:22](=[O:28])[C@H:23]([C@@H:25]([CH3:27])[OH:26])[NH2:24]>C(Cl)(Cl)Cl.CO>[CH3:20][O:21][C:22](=[O:28])[C@H:23]([C@@H:25]([CH3:27])[OH:26])[NH:24][C:16](=[O:18])[C@H:14]([CH3:15])[NH:13][C:11](=[O:12])[CH2:10][C:6]1[CH:7]=[CH:8][CH:9]=[C:4]([N+:1]([O-:3])=[O:2])[CH:5]=1 |f:1.2,3.4|. Procedure details: Following General Procedure C and using N-(3-nitrophenylacetyl)-L-alanine (from Example D11 above) and L-threonine methyl ester hydrochloride (Aldrich), the title compound was prepared as a solid. The reaction was monitored by tlc (Rf=0.1 in 95:5 CHCl3/MeOH) and the product was purified by silica gel chromatography using 95:5 CHCl3/MeOH as the eluent. Reactants: BrB(Br)Br, ClCCl, COc1ccc2nc(Cl)[nH]c2c1. Yields the product Oc1ccc2nc(Cl)[nH]c2c1. As a reaction SMILES: [B:13]([Br:14])([Br:15])[Br:16].[Cl:17][CH2:18][Cl:19].[Cl:1][c:2]1[nH:3][c:4]2[c:5]([n:6]1)[cH:7][cH:8][c:9]([O:11][CH3:12])[cH:10]2>>[Cl:1][c:2]1[nH:3][c:4]2[c:5]([n:6]1)[cH:7][cH:8][c:9]([OH:11])[cH:10]2. Reactants: CCOC(CN1C(=O)c2ccccc2C1=O)OCC, O=CO. Yields the product O=CCN1C(=O)c2ccccc2C1=O. As a reaction SMILES: [CH2:1]([O:3][CH:4]([O:2][CH2:17][CH3:18])[CH2:5][N:6]1[C:7](=[O:16])[c:8]2[cH:9][cH:10][cH:11][cH:12][c:13]2[C:14]1=[O:15])[CH3:19].[CH:20]([OH:21])=[O:22]>>[O:3]=[CH:4][CH2:5][N:6]1[C:7](=[O:16])[c:8]2[cH:9][cH:10][cH:11][cH:12][c:13]2[C:14]1=[O:15]. The reactants are C1(=CC=CC=C1)SCCO (2-phenylthioethanol), C(=O)(Cl)Cl (phosgene), C(=O)(Cl)Cl (phosgene). The solvent is C1=CC=CC=C1 (benzene). Yields the product C1(=CC=CC=C1)SCCOC(=O)Cl (2-phenylthioethyl-chloroformate). RXN SMILES: [C:1]1([S:7][CH2:8][CH2:9][OH:10])[CH:6]=[CH:5][CH:4]=[CH:3][CH:2]=1.[C:11](Cl)([Cl:13])=[O:12]>C1C=CC=CC=1>[C:1]1([S:7][CH2:8][CH2:9][O:10][C:11]([Cl:13])=[O:12])[CH:6]=[CH:5][CH:4]=[CH:3][CH:2]=1. Procedure: A solution of 2-phenylthioethanol (3 g, 19 mmol) in benzene (5 mL) was added dropwise, at room temperature, to a solution of phosgene (1 mL, 1.9 M toluene, 1.9 mmol). After stirring for 3 h the excess phosgene and solvents were removed under vacuum to give 2-phenylthioethyl-chloroformate as a yellow oil which was used without further purification. A solution of alcohol 24 (27 mg, 45 μmol) and DMAP (38 mg, 0.31 mmol)in CH2Cl2 (5 mL) was treated, at 0° C., with 2-phenylthioethyl-chloroformate (38 ... Procedure: The title compound was prepared from 1,1-dimethylethyl 4-[(2-cyanophenyl)amino]-1-piperidinecarboxylate (D17) using a method similar to that described for D6 in Description 6. Product: N1CCC(CC1)NC1=C(C#N)C=CC=C1 (2-(4-Piperidinylamino)benzonitrile). Starting materials: C(#N)C1=C(C=CC=C1)NC1CCN(CC1)C(=O)OC(C)(C)C (1,1-dimethylethyl 4-[(2-cyanophenyl)amino]-1-piperidinecarboxylate), N1CCC(CC1)NC=1C=C(C#N)C=CC1 (3-(4-Piperidinylamino)benzonitrile). As a reaction SMILES: [C:1]([C:3]1[CH:8]=[CH:7][CH:6]=[CH:5][C:4]=1[NH:9][CH:10]1[CH2:15][CH2:14][N:13](C(OC(C)(C)C)=O)[CH2:12][CH2:11]1)#[N:2].N1CCC(NC2C=C(C=CC=2)C#N)CC1>>[NH:13]1[CH2:12][CH2:11][CH:10]([NH:9][C:4]2[CH:5]=[CH:6][CH:7]=[CH:8][C:3]=2[C:1]#[N:2])[CH2:15][CH2:14]1.